This data is from the Open Reaction Database (ORD), a public repository of structured organic reaction records. The task is: describe an organic reaction: reactants, conditions, products, and yield Reactants: resultant mixture, 11, C(#N)C(CCN1CCC(CC1)(C(=O)O)C1=CC=CC=C1)(C1=CC=CC=C1)C1=CC=CC=C1 (1-(3-cyano-3,3-diphenylpropyl)-4-phenylpiperidine-4-carboxylic acid), C(C)(=O)O (acetic acid), ClC1=CC(=CC=C1)C(=O)OO (m-chloroperbenzoic acid). The solvent is O (water). The product is C(#N)C(CC[N+]1(CCC(CC1)(C(=O)O)C1=CC=CC=C1)[O-])(C1=CC=CC=C1)C1=CC=CC=C1 (1-(3-cyano-3,3-diphenylpropyl)-4-phenyl-N-oxidopiperidine-4-carboxylic acid). Reaction SMILES: [C:1]([C:3]([C:27]1[CH:32]=[CH:31][CH:30]=[CH:29][CH:28]=1)([C:21]1[CH:26]=[CH:25][CH:24]=[CH:23][CH:22]=1)[CH2:4][CH2:5][N:6]1[CH2:11][CH2:10][C:9]([C:15]2[CH:20]=[CH:19][CH:18]=[CH:17][CH:16]=2)([C:12]([OH:14])=[O:13])[CH2:8][CH2:7]1)#[N:2].C(O)(=[O:35])C.ClC1C=CC=C(C(OO)=O)C=1>O>[C:1]([C:3]([C:27]1[CH:32]=[CH:31][CH:30]=[CH:29][CH:28]=1)([C:21]1[CH:22]=[CH:23][CH:24]=[CH:25][CH:26]=1)[CH2:4][CH2:5][N+:6]1([O-:35])[CH2:11][CH2:10][C:9]([C:15]2[CH:16]=[CH:17][CH:18]=[CH:19][CH:20]=2)([C:12]([OH:14])=[O:13])[CH2:8][CH2:7]1)#[N:2]. Procedure details: 6.3 Grams of 1-(3-cyano-3,3-diphenylpropyl)-4-phenylpiperidine-4-carboxylic acid was dissolved, at room temperature, in 100 ml. of glacial acetic acid. To that mixture was added 3.1 grams of m-chloroperbenzoic acid (85% by weight) and the resultant mixture was stirred at room temperature for a period of 11/2 hours, thereafter diluted with 500 ml. of water, cooled and filtered. The residual solid was washed successively with water chloroform, ether and warm methanol. Upon drying for 6 hours at 65... The reactants are CC1=NN=C2N1C=C(C=C2C)N (3,8-dimethyl-[1,2,4]triazolo[4,3-a]pyridin-6-amine), ClC1=CC=C(C=O)C=C1 (4-chlorobenzaldehyde), C1(CC1)C(CC(C(=O)OCC)=O)=O (ethyl 4-cyclopropyl-2,4-dioxobutanoate). The product is ClC1=CC=C(C=C1)C1C(=C(C(N1C=1C=C(C=2N(C1)C(=NN2)C)C)=O)O)C(=O)C2CC2 (5-(4-chlorophenyl)-4-(cyclopropanecarbonyl)-1-(3,8-dimethyl-[1,2,4]triazolo[4,3-a]-pyridin-6-yl)-3-hydroxy-1H-pyrrol-2(5H)-one). RXN SMILES: [CH3:1][C:2]1[N:6]2[CH:7]=[C:8]([NH2:12])[CH:9]=[C:10]([CH3:11])[C:5]2=[N:4][N:3]=1.[Cl:13][C:14]1[CH:21]=[CH:20][C:17]([CH:18]=O)=[CH:16][CH:15]=1.[CH:22]1([C:25](=[O:34])[CH2:26][C:27](=[O:33])[C:28](OCC)=[O:29])[CH2:24][CH2:23]1>>[Cl:13][C:14]1[CH:21]=[CH:20][C:17]([CH:18]2[N:12]([C:8]3[CH:9]=[C:10]([CH3:11])[C:5]4[N:6]([C:2]([CH3:1])=[N:3][N:4]=4)[CH:7]=3)[C:28](=[O:29])[C:27]([OH:33])=[C:26]2[C:25]([CH:22]2[CH2:24][CH2:23]2)=[O:34])=[CH:16][CH:15]=1. Reported procedure: The title compound was prepared in analogy to the procedure described in Step 84.5 using 3,8-dimethyl-[1,2,4]triazolo[4,3-a]pyridin-6-amine (Step 67.4), 4-chlorobenzaldehyde and ethyl 4-cyclopropyl-2,4-dioxobutanoate. tR: 0.82 min (LC-MS 2); ESI-MS: 483 [M+H]+ (LC-MS 2); 1H NMR (400 MHz, DMSO-d6) δ ppm 0.60-0.97 (m, 4H) 2.41 (s, 3H) 2.55-2.68 (m, 3H) 2.85-2.93 (m, 1H) 6.12 (s, 1H) 7.11-7.28 (m, 2H) 7.28-7.41 (m, 3H) 8.50 (s, 1H) —OH missing. Reactants: CC(C)(C)OC(=O)CC1(O)CC2CCC1C=C2c1cccs1, CO, CCO, [Li+], [OH-], O, O. Product: O=C(O)CC1(O)CC2CCC1C=C2c1cccs1. RXN SMILES: [C:1]([CH3:2])([CH3:3])([CH3:4])[O:5][C:6]([CH2:7][C:8]1([OH:21])[CH:9]2[CH:10]=[C:11]([c:16]3[s:17][cH:18][cH:19][cH:20]3)[CH:12]([CH2:13]1)[CH2:14][CH2:15]2)=[O:22].[CH3:27][OH:28].[CH3:29][CH2:30][OH:31].[Li+:24].[OH-:23].[OH2:25].[OH2:26]>>[O:5]=[C:6]([CH2:7][C:8]1([OH:21])[CH:9]2[CH:10]=[C:11]([c:16]3[s:17][cH:18][cH:19][cH:20]3)[CH:12]([CH2:13]1)[CH2:14][CH2:15]2)[OH:22]. Starting materials: COB(OC)OC (trimethylborate), Cl (hydrochloric acid), C(C)(C)(C)[Li] (tert-Butyllithium), CC=1C=C(C=C(C1)C)C1=CC=CC=C1 (3,5-dimethylbiphenyl). Solvent: O1CCCC1 (tetrahydrofuran). Run at temperature -78 celsius, time 30 minute. Yields the product CCCC(C)C (isohexane), CC1=CC(=CC(=C1B(O)O)C)C1=CC=CC=C1 (3,5-dimethylbiphen-4-ylboronic acid). Isolated yield 186.1%. Reaction SMILES: C([Li])(C)(C)C.[CH3:6][C:7]1[CH:8]=[C:9]([C:14]2[CH:19]=[CH:18][CH:17]=[CH:16][CH:15]=2)[CH:10]=[C:11]([CH3:13])[CH:12]=1.C[O:21][B:22](OC)[O:23]C.Cl>O1CCCC1>[CH3:10][CH2:9][CH2:8][CH:7]([CH3:12])[CH3:6].[CH3:6][C:7]1[C:12]([B:22]([OH:23])[OH:21])=[C:11]([CH3:13])[CH:10]=[C:9]([C:14]2[CH:19]=[CH:18][CH:17]=[CH:16][CH:15]=2)[CH:8]=1. Procedure: tert-Butyllithium (1.7 M solution in hexane, 36.2 ml, 61.6 mmol) is added dropwise to a solution of 3,5-dimethylbiphenyl (7.27 g, 28 mmol) in dry tetrahydrofuran (150 ml) at −78° C. under an atmosphere of nitrogen. The reaction mixture is stirred at −78° C. for 30 minutes, then trimethylborate (9.54 ml, 84 mmol) is added. The resulting mixture is stirred at −78° C. for 30 minutes and then allowed to warm to room temperature. The reaction mixture is acidified with 10% aqueous hydrochloric acid so... Procedure details: 4-(4-(2-quinolinylmethylthio)phenethyl)benzoic acid (4 mmol) in dichloroethene (50 ml) is stirred with m-chloroperbenzoic acid (4 mmol) and solid potassium hydrogen carbonate (1.0 g). The reaction is assayed byTLC and upon consumption of the starting thio compound, the mixture is filtered, washed with dilute aqueous sodium bisulfite, dried and evaporated to give 4-(4-(2-quinolinylmethylsulfinyl)phenethyl)benzoic acid. Reactants: N1=C(C=CC2=CC=CC=C12)CSC1=CC=C(CCC2=CC=C(C(=O)O)C=C2)C=C1 (4-(4-(2-quinolinylmethylthio)phenethyl)benzoic acid), ClC1=CC(=CC=C1)C(=O)OO (m-chloroperbenzoic acid), C(O)([O-])=O.[K+] (potassium hydrogen carbonate). Run in ClC=CCl (dichloroethene). Yields the product N1=C(C=CC2=CC=CC=C12)CS(=O)C1=CC=C(CCC2=CC=C(C(=O)O)C=C2)C=C1 (4-(4-(2-quinolinylmethylsulfinyl)phenethyl)benzoic acid). RXN SMILES: [N:1]1[C:10]2[C:5](=[CH:6][CH:7]=[CH:8][CH:9]=2)[CH:4]=[CH:3][C:2]=1[CH2:11][S:12][C:13]1[CH:29]=[CH:28][C:16]([CH2:17][CH2:18][C:19]2[CH:27]=[CH:26][C:22]([C:23]([OH:25])=[O:24])=[CH:21][CH:20]=2)=[CH:15][CH:14]=1.ClC1C=CC=C(C(OO)=[O:38])C=1.C(=O)([O-])O.[K+]>ClC=CCl>[N:1]1[C:10]2[C:5](=[CH:6][CH:7]=[CH:8][CH:9]=2)[CH:4]=[CH:3][C:2]=1[CH2:11][S:12]([C:13]1[CH:29]=[CH:28][C:16]([CH2:17][CH2:18][C:19]2[CH:20]=[CH:21][C:22]([C:23]([OH:25])=[O:24])=[CH:26][CH:27]=2)=[CH:15][CH:14]=1)=[O:38] |f:2.3|. Reactants: [Si](C)(C)(C(C)(C)C)O[C@H]1CC[C@H](CC1)/C=C(/C(=O)OCC)\C ((E)-Ethyl 3-[cis-(4-tert-Butyldimethylsilyloxycyclohexyl)]-2-methylprop-2-enoate), [H-].[Al+3].[Li+].[H-].[H-].[H-] (lithium aluminum hydride). Run in O1CCCC1 (tetrahydrofuran). Run at time 30 minute. Yields the product [Si](C)(C)(C(C)(C)C)O[C@H]1CC[C@H](CC1)/C=C(/CO)\C ((E)-3-[cis-(4-tert-Butyldimethylsilyloxycyclohexyl)]-2-methylprop-2-en1-ol). Reaction SMILES: [Si:1]([O:8][C@@H:9]1[CH2:14][CH2:13][C@H:12](/[CH:15]=[C:16](\[CH3:22])/[C:17](OCC)=[O:18])[CH2:11][CH2:10]1)([C:4]([CH3:7])([CH3:6])[CH3:5])([CH3:3])[CH3:2].[H-].[Al+3].[Li+].[H-].[H-].[H-]>O1CCCC1>[Si:1]([O:8][C@@H:9]1[CH2:10][CH2:11][C@H:12](/[CH:15]=[C:16](\[CH3:22])/[CH2:17][OH:18])[CH2:13][CH2:14]1)([C:4]([CH3:7])([CH3:6])[CH3:5])([CH3:3])[CH3:2] |f:1.2.3.4.5.6|. Procedure: To a solution of 300 mg (0.95 mmol) of enoate (19) in 2.0 mL of anhydrous tetrahydrofuran at 25° C. was added 18 mg (0.43 mmol) of lithium aluminum hydride and the resulting mixture was allowed to stir for 30 min. The reaction was quenched by the slow addition of saturated Rochelle's salt and diluted with ethyl acetate. The layers were separated and the aqueous layer was extracted with two portions of ethyl acetate. The combined organic extracts were washed with water and brine and then drive ov... Starting materials: CCOC(C)=O, CO, CCCCCC, O=C(O)c1ccc(CO)c2ccccc12. Product: COC(=O)c1ccc(CO)c2ccccc12. As a reaction SMILES: [C:24]([O:25][CH2:26][CH3:27])(=[O:28])[CH3:29].[CH3:16][OH:17].[CH3:18][CH2:19][CH2:20][CH2:21][CH2:22][CH3:23].[OH:1][CH2:2][c:3]1[cH:4][cH:5][c:6]([C:13](=[O:14])[OH:15])[c:7]2[cH:8][cH:9][cH:10][cH:11][c:12]12>>[OH:1][CH2:2][c:3]1[cH:4][cH:5][c:6]([C:13](=[O:14])[O:15][CH3:16])[c:7]2[cH:8][cH:9][cH:10][cH:11][c:12]12. Starting materials: COc1ccc(C(F)(F)F)cc1N=C=O, CC#N, Nc1ccccc1F. The product is COc1ccc(C(F)(F)F)cc1NC(=O)Nc1ccccc1F. As a reaction SMILES: [CH3:1][O:2][c:3]1[c:4]([N:13]=[C:14]=[O:15])[cH:5][c:6]([C:9]([F:10])([F:11])[F:12])[cH:7][cH:8]1.[CH3:24][C:25]#[N:26].[NH2:16][c:17]1[cH:18][cH:19][cH:20][cH:21][c:22]1[F:23]>>[CH3:1][O:2][c:3]1[c:4]([NH:13][C:14](=[O:15])[NH:16][c:17]2[cH:18][cH:19][cH:20][cH:21][c:22]2[F:23])[cH:5][c:6]([C:9]([F:10])([F:11])[F:12])[cH:7][cH:8]1. The reactants are NC1=C2N=C(N(C2=NC(=N1)OCCOC)CC1=CC=C(C#N)C=C1)OC (4-[6-amino-8-methoxy-2-(2-methoxyethoxy)purin-9-ylmethyl]benzonitrile), C1CCOC1 (THF). Run in example 6. Run at temperature 0 celsius, time 1 hour. Product: NC1=C2N=C(N(C2=NC(=N1)OCCOC)CC1=CC=C(C=O)C=C1)OC (4-[6-amino-8-methoxy-2-(2-methoxyethoxy)purin-9-ylmethyl]benzaldehyde). As a reaction SMILES: [NH2:1][C:2]1[N:10]=[C:9]([O:11][CH2:12][CH2:13][O:14][CH3:15])[N:8]=[C:7]2[C:3]=1[N:4]=[C:5]([O:25][CH3:26])[N:6]2[CH2:16][C:17]1[CH:24]=[CH:23][C:20]([C:21]#N)=[CH:19][CH:18]=1.C1C[O:30]CC1>>[NH2:1][C:2]1[N:10]=[C:9]([O:11][CH2:12][CH2:13][O:14][CH3:15])[N:8]=[C:7]2[C:3]=1[N:4]=[C:5]([O:25][CH3:26])[N:6]2[CH2:16][C:17]1[CH:18]=[CH:19][C:20]([CH:21]=[O:30])=[CH:23][CH:24]=1. Reported procedure: The product of example 5 (100 mg) is dissolved in dry THF (3 mL) and cooled to 0° C. under argon. The reagent generated in example 6 (0.72 mL) is added to the reaction flask and the mixture is stirred at 0-5° C. for 1 h and then quenched by addition of 3 M HCl. The mixture is then extracted with ethyl acetate and then dichloromethane and concentrated in vacuo to yield 85 mg. NMR is consistent with structure assignment.